Dataset: the Open Reaction Database (ORD), a public repository of structured organic reaction records. Task: describe an organic reaction: reactants, conditions, products, and yield Reactants: ClC=1C=C(C(=NC1)N1N=CC=2C1=NC=NC2O[C@H](C(=O)NC2=NC=C(C=C2)C)COC(C)C)C(F)(F)F ((2S)-2-(1-(5-Chloro-3-(trifluoromethyl)pyridin-2-yl)-1H-pyrazolo[3,4-d]pyrimidin-4-yloxy)-3-isopropoxy-N-(5-methylpyridin-2-yl)propanamide). Reagents/catalysts: [Pd] (Palladium on Carbon), [Pd] (Palladium on Carbon). Solvent: CO (MeOH). Run at time 16 hour. The product is C(C)(C)OC[C@@H](C(=O)NC1=NC=C(C=C1)C)OC1=C2C(=NC=N1)N(N=C2)C2=NC=CC=C2C(F)(F)F ((2S)-3-isopropoxy-N-(5-methylpyridin-2-yl)-2-(1-(3-(trifluoromethyl)pyridin-2-yl)-1H-pyrazolo[3,4-d]pyrimidin-4-yloxy)propanamide). Yield: 47.3%. RXN SMILES: Cl[C:2]1[CH:3]=[C:4]([C:34]([F:37])([F:36])[F:35])[C:5]([N:8]2[C:12]3=[N:13][CH:14]=[N:15][C:16]([O:17][C@@H:18]([CH2:29][O:30][CH:31]([CH3:33])[CH3:32])[C:19]([NH:21][C:22]4[CH:27]=[CH:26][C:25]([CH3:28])=[CH:24][N:23]=4)=[O:20])=[C:11]3[CH:10]=[N:9]2)=[N:6][CH:7]=1>[Pd].CO>[CH:31]([O:30][CH2:29][C@H:18]([O:17][C:16]1[N:15]=[CH:14][N:13]=[C:12]2[N:8]([C:5]3[C:4]([C:34]([F:37])([F:36])[F:35])=[CH:3][CH:2]=[CH:7][N:6]=3)[N:9]=[CH:10][C:11]=12)[C:19]([NH:21][C:22]1[CH:27]=[CH:26][C:25]([CH3:28])=[CH:24][N:23]=1)=[O:20])([CH3:33])[CH3:32]. Procedure: (2S)-2-(1-(5-Chloro-3-(trifluoromethyl)pyridin-2-yl)-1H-pyrazolo[3,4-d]pyrimidin-4-yloxy)-3-isopropoxy-N-(5-methylpyridin-2-yl)propanamide (Intermediate K6) (1 g, 0.73 mmol), and 10% Palladium on Carbon (100 mg, 0.09 mmol) in MeOH (25 mL) were stirred under an atmosphere of hydrogen for 16 hours. The reaction mixture was filtered through celite. 10% Palladium on Carbon (100 mg, 0.09 mmol) added and stirred under an atmosphere of hydrogen for a further 16 hours. The reaction mixture was filtered ...